The task is: describe an organic reaction: reactants, conditions, products, and yield. This data is from the Open Reaction Database (ORD), a public repository of structured organic reaction records. Solvent: O (water). As a reaction SMILES: [ClH:1].[O:2]1[C@@H:14]2[C@@:15]34[CH2:17][CH2:18][NH:19][C@@H:9]([C@:10]3([O:21][CH2:22][CH2:23][CH2:24][C:25]3[CH:30]=[CH:29][CH:28]=[CH:27][CH:26]=3)[CH2:11][CH2:12][C:13]2=[O:20])[CH2:8][C:7]2=[C:16]4[C:3]1=[C:4]([O:31][CH3:32])[CH:5]=[CH:6]2.C(=O)([O-])[O-].[K+].[K+].[CH:39]1([CH2:43]Br)[CH2:42][CH2:41][CH2:40]1>O>[ClH:1].[CH:39]1([CH2:43][N:19]2[CH2:18][CH2:17][C@:15]34[C:16]5[C:3]6[O:2][C@H:14]3[C:13](=[O:20])[CH2:12][CH2:11][C@@:10]4([O:21][CH2:22][CH2:23][CH2:24][C:25]3[CH:26]=[CH:27][CH:28]=[CH:29][CH:30]=3)[C@H:9]2[CH2:8][C:7]=5[CH:6]=[CH:5][C:4]=6[O:31][CH3:32])[CH2:42][CH2:41][CH2:40]1 |f:0.1,2.3.4,7.8|. Reactants: Cl.O1C2=C(C=CC=3C[C@@H]4[C@@]5(CCC([C@H]1[C@@]5(C23)CCN4)=O)OCCCC4=CC=CC=C4)OC (4,5α-epoxy-3-methoxy-14β-(3-phenylpropyloxy)morphinan-6-one hydrochloride), C([O-])([O-])=O.[K+].[K+] (potassium carbonate), C1(CCC1)CBr (cyclobutylmethylbromide). Reported procedure: A mixture of 4,5α-epoxy-3-methoxy-14β-(3-phenylpropyloxy)morphinan-6-one hydrochloride (500 mg, 1.19 mmol), potassium carbonate (1.00 g, 7.24 mmol) and cyclobutylmethylbromide (0.6 ml, 5.43 mmol) in water-free N,N-dimethylformamide (7 ml) was stirred for 24 h under exclusion of moisture and under nitrogen at 80° C. (bath temperature). After filtration from the inorganic residue, which was washed three times each time with 20 ml dichloromethane, the filtrate was evaporated down under reduced pres... Yields the product Cl.C1(CCC1)CN1[C@H]2[C@@]3(CCC([C@H]4[C@@]3(C=3C(=C(C=CC3C2)OC)O4)CC1)=O)OCCCC1=CC=CC=C1 (17-cyclobutylmethyl-4,5α-epoxy-3-methoxy-14β-(3-phenylpropyloxy)morphinan-6-one hydrochloride). Run at temperature 80 celsius, time 24 hour. The reactants are compound 29a, OCC1=CC=C(C=C1)O (4-(hydroxymethyl)phenol), BrCCCC(=O)OCC (ethyl 4-bromobutyrate). Product: OCC1=CC=C(OCCCC(=O)OCC)C=C1 (Ethyl 4-(4-(hydroxymethyl)phenoxy)butanoate), oil. Yield: 96.0%. As a reaction SMILES: [OH:1][CH2:2][C:3]1[CH:8]=[CH:7][C:6]([OH:9])=[CH:5][CH:4]=1.Br[CH2:11][CH2:12][CH2:13][C:14]([O:16][CH2:17][CH3:18])=[O:15]>>[OH:1][CH2:2][C:3]1[CH:8]=[CH:7][C:6]([O:9][CH2:11][CH2:12][CH2:13][C:14]([O:16][CH2:17][CH3:18])=[O:15])=[CH:5][CH:4]=1. Procedure: Ethyl 4-(4-(hydroxymethyl)phenoxy)butanoate 29b was prepared by reacting 4-(hydroxymethyl)phenol 27b with ethyl 4-bromobutyrate 28b according to protocol described for the compound 29a in Example 24 (Scheme 9). The ester 29b was isolated as colorless oil 96% yield (2.26 g). 1H NMR (400 MHz, CDCl3): δ 1.24 (3H, t, J=7.2 Hz); 2.07 (2H, m); 2.15 (2H, t, J=7.2 Hz)); 3.97 (2H, t, J=6.4 Hz); 4.10 (2H, q, J=7.2 Hz); 4.59 (2H, s); 6.88 (1H, s); 6.87 (1H, s); 7.24-7.27 (2H, m). Reactants: C(=O)(OC)C1=C(C(C(=O)O)=CC=C1C(=O)OC)C(=O)O (3,4-Dicarbomethoxyphthalic acid), C(C)(=O)OC(C)=O (acetic anhydride). Yields the product C(=O)(OC)C1=C2C(C(=O)OC2=O)=CC=C1C(=O)OC (3,4-Dicarbomethoxyphthalic anhydride). Isolated yield 75.7%. RXN SMILES: [C:1]([C:5]1[C:13]([C:14]([O:16][CH3:17])=[O:15])=[CH:12][CH:11]=[C:7]([C:8]([OH:10])=O)[C:6]=1[C:18]([OH:20])=[O:19])([O:3][CH3:4])=[O:2].C(OC(=O)C)(=O)C>>[C:1]([C:5]1[C:13]([C:14]([O:16][CH3:17])=[O:15])=[CH:12][CH:11]=[C:7]2[C:8]([O:20][C:18](=[O:19])[C:6]=12)=[O:10])([O:3][CH3:4])=[O:2]. Procedure: In a 100 mL round bottomed flask fitted with a condenser closed with a calcium chloride tube, 156.3 mg (0.55 mmol) of 7 and 0.5 mL of acetic anhydride were placed. The contents of the flask were refluxed gently for 15 min. On cooling white crystals appeared. The crystals were collected on a filter, washed with ether and purified by sublimation under high vacuum (0.05 torr) at an oil bath temperature of 130° C. to yield 110 mg (75%) of the anhydride 8. White solid; mp: 178.5°-179.5° C.; IR: 3110,... Starting materials: ClC1=CC(=NC(=N1)NC)N1C[C@H](CC[C@H]1C)C(=O)NCC1=CC=CC=C1 ((3S,6R)-1-[6-Chloro-2-(methylamino)-4-pyrimidinyl]-6-methyl-N-(phenylmethyl)-3-piperidinecarboxamide), C(#N)C1=C(C=C(C=C1F)B(O)O)F ((4-cyano-3,5-difluorophenyl)boronic acid), C1(CCCCC1)P(C1CCCCC1)C1CCCCC1 (tricyclohexylphosphine), [O-]P(=O)([O-])[O-].[K+].[K+].[K+] (K3PO4). The reagents and catalysts are C=1C=CC(=CC1)/C=C/C(=O)/C=C/C2=CC=CC=C2.C=1C=CC(=CC1)/C=C/C(=O)/C=C/C2=CC=CC=C2.C=1C=CC(=CC1)/C=C/C(=O)/C=C/C2=CC=CC=C2.[Pd].[Pd] (Pd2(dba)3). Run in O (water), O1CCOCC1 (1,4-dioxane). Conditions: temperature 100 celsius. Product: C(#N)C1=C(C=C(C=C1F)C1=CC(=NC(=N1)NC)N1C[C@H](CC[C@H]1C)C(=O)NCC1=CC=CC=C1)F ((3S,6R)-1-[6-(4-Cyano-3,5-difluorophenyl)-2-(methylamino)-4-pyrimidinyl]-6-methyl-N-(phenylmethyl)-3-piperidinecarboxamide). Yield: 73.6%. As a reaction SMILES: Cl[C:2]1[N:7]=[C:6]([NH:8][CH3:9])[N:5]=[C:4]([N:10]2[C@H:15]([CH3:16])[CH2:14][CH2:13][C@H:12]([C:17]([NH:19][CH2:20][C:21]3[CH:26]=[CH:25][CH:24]=[CH:23][CH:22]=3)=[O:18])[CH2:11]2)[CH:3]=1.[C:27]([C:29]1[C:34]([F:35])=[CH:33][C:32](B(O)O)=[CH:31][C:30]=1[F:39])#[N:28].C1(P(C2CCCCC2)C2CCCCC2)CCCCC1.[O-]P([O-])([O-])=O.[K+].[K+].[K+]>C1C=CC(/C=C/C(/C=C/C2C=CC=CC=2)=O)=CC=1.C1C=CC(/C=C/C(/C=C/C2C=CC=CC=2)=O)=CC=1.C1C=CC(/C=C/C(/C=C/C2C=CC=CC=2)=O)=CC=1.[Pd].[Pd].O.O1CCOCC1>[C:27]([C:29]1[C:34]([F:35])=[CH:33][C:32]([C:2]2[N:7]=[C:6]([NH:8][CH3:9])[N:5]=[C:4]([N:10]3[C@H:15]([CH3:16])[CH2:14][CH2:13][C@H:12]([C:17]([NH:19][CH2:20][C:21]4[CH:26]=[CH:25][CH:24]=[CH:23][CH:22]=4)=[O:18])[CH2:11]3)[CH:3]=2)=[CH:31][C:30]=1[F:39])#[N:28] |f:3.4.5.6,7.8.9.10.11|. Procedure: (3S,6R)-1-[6-Chloro-2-(methylamino)-4-pyrimidinyl]-6-methyl-N-(phenylmethyl)-3-piperidinecarboxamide (500 mg, 1.34 mmol) and (4-cyano-3,5-difluorophenyl)boronic acid (318 mg, 1.74 mmol, 1.3 equiv), Pd2(dba)3 (92 mg, 0.10 mmol, 0.075 equiv), tricyclohexylphosphine (56 mg, 0.20 mmol, 0.15 equiv), and K3PO4 (483 mg, 2.27 mmol, 1.7 equiv) were charged to a 30 mL microwave vial, followed by addition of 1,4-dioxane (10 mL) and water (3.3 mL). The mixture was bubbled with argon for 10 minutes, and heat... The reactants are [Cl-], CCOC(=O)Cl, CS(=N)(=O)c1ccc([N+](=O)[O-])cc1, [Na+], c1ccncc1. The product is CCOC(=O)N=S(C)(=O)c1ccc([N+](=O)[O-])cc1. Reaction SMILES: [Cl-:26].[Cl:14][C:15](=[O:16])[O:17][CH2:18][CH3:19].[N+:1](=[O:2])([O-:3])[c:4]1[cH:5][cH:6][c:7]([S:10](=[O:11])(=[NH:12])[CH3:13])[cH:8][cH:9]1.[Na+:27].[cH:20]1[cH:21][cH:22][n:23][cH:24][cH:25]1>>[N+:1](=[O:2])([O-:3])[c:4]1[cH:5][cH:6][c:7]([S:10](=[O:11])(=[N:12][C:15](=[O:16])[O:17][CH2:18][CH3:19])[CH3:13])[cH:8][cH:9]1. Starting materials: O (water), OO (H2O2), [OH-].[Na+] (NaOH), C1(=CC=CC=C1)C(=CCCC#N)CC1=CC=CC=C1 (5,6-Diphenyl-4-hexenenitrile). Reagents/catalysts: S(=O)(=O)(O)[O-].C(CCC)[N+](CCCC)(CCCC)CCCC (tetrabutyl ammonium hydrogen sulfate). Solvent: C(Cl)Cl (CH2Cl2), C(Cl)Cl (methylene chloride). Run at temperature 0 celsius, time 30 minute. Product: C1(=CC=CC=C1)C(=CCCC(=O)N)CC1=CC=CC=C1 (5,6-Diphenyl-4-hexenamide). Reaction SMILES: [C:1]1([C:7]([CH2:13][C:14]2[CH:19]=[CH:18][CH:17]=[CH:16][CH:15]=2)=[CH:8][CH2:9][CH2:10][C:11]#[N:12])[CH:6]=[CH:5][CH:4]=[CH:3][CH:2]=1.[OH:20]O.[OH-].[Na+].O>C(Cl)Cl.S([O-])(O)(=O)=O.C([N+](CCCC)(CCCC)CCCC)CCC>[C:1]1([C:7]([CH2:13][C:14]2[CH:15]=[CH:16][CH:17]=[CH:18][CH:19]=2)=[CH:8][CH2:9][CH2:10][C:11]([NH2:12])=[O:20])[CH:2]=[CH:3][CH:4]=[CH:5][CH:6]=1 |f:2.3,6.7|. Reported procedure: 5,6-Diphenyl-4-hexenenitrile (36 g) was dissolved in methylene chloride (180 mL) at 0° C. and stirred vigorously while 50% H2O2 (100 mL), tetrabutyl ammonium hydrogen sulfate (13 g) and 20% NaOH (100 mL) were added successively. The resulting mixture was stirred at 0° C. for 30 minutes, then for 2 hours without cooling. The reaction mixture was poured into CH2Cl2 and water and the organic layer was separated, washed with water and brine and dried (MgSO4). Concentration of the solvent afforded th... Starting materials: O=C(N=C=S)c1ccccc1, Cc1cc(Br)c(N)cc1OCc1ccccc1, CC(C)=O. Product: Cc1cc(Br)c(NC(=S)NC(=O)c2ccccc2)cc1OCc1ccccc1. Reaction SMILES: [C:18]([c:19]1[cH:20][cH:21][cH:22][cH:23][cH:24]1)(=[O:25])[N:26]=[C:27]=[S:28].[CH2:1]([c:2]1[cH:3][cH:4][cH:5][cH:6][cH:7]1)[O:8][c:9]1[c:10]([CH3:17])[cH:11][c:12]([Br:16])[c:13]([NH2:15])[cH:14]1.[CH3:29][C:30](=[O:31])[CH3:32]>>[CH2:1]([c:2]1[cH:3][cH:4][cH:5][cH:6][cH:7]1)[O:8][c:9]1[c:10]([CH3:17])[cH:11][c:12]([Br:16])[c:13]([NH:15][C:27]([NH:26][C:18]([c:19]2[cH:20][cH:21][cH:22][cH:23][cH:24]2)=[O:25])=[S:28])[cH:14]1.